This data is from the Open Reaction Database (ORD), a public repository of structured organic reaction records. The task is: describe an organic reaction: reactants, conditions, products, and yield Starting materials: C[Si](C)(C)N=C=O, CCN(C(C)C)C(C)C, ClCCl, CC(c1c(Cl)ccc(F)c1Cl)c1c[nH]c2ncc(-c3cnn(C4CNC4)c3)cc12. The product is CC(c1c(Cl)ccc(F)c1Cl)c1c[nH]c2ncc(-c3cnn(C4CN(C(N)=O)C4)c3)cc12. RXN SMILES: [CH3:30][Si:31]([CH3:32])([CH3:33])[N:34]=[C:35]=[O:36].[CH:37]([N:38]([CH2:39][CH3:40])[CH:41]([CH3:42])[CH3:43])([CH3:44])[CH3:45].[Cl:46][CH2:47][Cl:48].[NH:1]1[CH2:2][CH:3]([n:5]2[n:6][cH:7][c:8](-[c:10]3[cH:11][c:12]4[c:13]([n:14][cH:15]3)[nH:16][cH:17][c:18]4[CH:19]([CH3:20])[c:21]3[c:22]([Cl:29])[c:23]([F:28])[cH:24][cH:25][c:26]3[Cl:27])[cH:9]2)[CH2:4]1>>[N:1]1([C:35]([NH2:34])=[O:36])[CH2:2][CH:3]([n:5]2[n:6][cH:7][c:8](-[c:10]3[cH:11][c:12]4[c:13]([n:14][cH:15]3)[nH:16][cH:17][c:18]4[CH:19]([CH3:20])[c:21]3[c:22]([Cl:29])[c:23]([F:28])[cH:24][cH:25][c:26]3[Cl:27])[cH:9]2)[CH2:4]1. Reactants: C(CCC)[Li] (n-butyllithium), BrC1(C(C1)(CCCCC)Br)Br (1,1,2-tribromo-2-pentyl-cyclopropane), CN(CCN(C)C)C (tetramethylethylene diamine), BrCC=CCC (1-bromo-2-pentene). The solvent is hexanes, O1CCCC1 (tetrahydrofuran), O (water). Conditions: time 30 minute. Product: C(C=CCC)C1=C(C1)CCCCC (1-pent-2-enyl-2-pentyl-cyclopropene). Yield: 39.1%. As a reaction SMILES: Br[C:2]1(Br)[CH2:4][C:3]1(Br)[CH2:5][CH2:6][CH2:7][CH2:8][CH3:9].C([Li])CCC.CN(C)CCN(C)C.Br[CH2:26][CH:27]=[CH:28][CH2:29][CH3:30]>O1CCCC1.O>[CH2:26]([C:2]1[CH2:4][C:3]=1[CH2:5][CH2:6][CH2:7][CH2:8][CH3:9])[CH:27]=[CH:28][CH2:29][CH3:30]. Procedure details: A solution of 1.00 g (0.00287 mol) of 1,1,2-tribromo-2-pentyl-cyclopropane in 4 ml of tetrahydrofuran was placed under an inert atmosphere of nitrogen via a Firestone valve. To this mixture, cooling in an ice water bath, was added via syringe 3.58 ml (0.00861 mol) of 1.6M n-butyllithium in hexanes. After 30 minutes, 0.432 ml (0.00287 mol) of tetramethylethylene diamine and 0.339 ml (0.00287 mol) of 1-bromo-2-pentene were added by syringe. The reaction stirred for one hour while warming to room t... Reactants: ClC1=C(C=CC(=C1)C(F)(F)F)/C=C/C(=O)O ((E)-3-(2-chloro-4-trifluoromethyl-phenyl)-acrylic acid), ClC=1C=C(C=CC1CCN(CC)CC)N (3-chloro-4-(2-diethylamino-ethyl)-phenylamine). Run in CN(C)C=O (DMF). Reaction SMILES: [Cl:1][C:2]1[CH:7]=[C:6]([C:8]([F:11])([F:10])[F:9])[CH:5]=[CH:4][C:3]=1/[CH:12]=[CH:13]/[C:14]([OH:16])=O.[Cl:17][C:18]1[CH:19]=[C:20]([NH2:31])[CH:21]=[CH:22][C:23]=1[CH2:24][CH2:25][N:26]([CH2:29][CH3:30])[CH2:27][CH3:28]>CN(C=O)C>[Cl:17][C:18]1[CH:19]=[C:20]([NH:31][C:14](=[O:16])/[CH:13]=[CH:12]/[C:3]2[CH:4]=[CH:5][C:6]([C:8]([F:9])([F:10])[F:11])=[CH:7][C:2]=2[Cl:1])[CH:21]=[CH:22][C:23]=1[CH2:24][CH2:25][N:26]([CH2:29][CH3:30])[CH2:27][CH3:28]. Yields the product ClC=1C=C(C=CC1CCN(CC)CC)NC(\C=C\C1=C(C=C(C=C1)C(F)(F)F)Cl)=O ((E)-N-[3-chloro-4-(2-diethylamino-ethyl)-phenyl]-3-(2-chloro-4-trifluoromethyl -phenyl)-acrylamide). Procedure: Prepared in DMF analogously to Example 143 starting from (E)-3-(2-chloro-4-trifluoromethyl-phenyl)-acrylic acid (Z37b) and 3-chloro-4-(2-diethylamino-ethyl)-phenylamine (Z44d). The reaction mixture was poured onto ice water, the precipitate was filtered off, washed with water and dried in a HV. The residue was triturated with ether, the precipitate was filtered off, washed with ether and dried in a HV. Starting materials: CC(C(=O)N)(C)C (2,2,2-trimethylacetamide), NC1=CC=C(C=N1)OC1=CC(=NC=C1)C(=O)NC1CCN(CC1)C (4-((6-aminopyridin-3-yl)oxy)-N-(1-methylpiperidin-4-yl)picolinamide), CCN(C(C)C)C(C)C (DIEA), C(C(=O)Cl)(=O)Cl (oxalyl chloride). Run in CCOC(=O)C (EtOAc), ClCCCl (DCE), O1CCOCC1 (dioxane). Reaction conditions: temperature 80 celsius, time 8 hour. Product: CN1CCC(CC1)NC(C1=NC=CC(=C1)OC=1C=NC(=CC1)NC(=O)NC(C(C)(C)C)=O)=O (N-(1-methylpiperidin-4-yl)-4-((6-(3-pivaloylureido)pyridin-3-yl)oxy)picolinamide). The yield is 67.0%. RXN SMILES: [CH3:1][C:2]([CH3:7])([CH3:6])[C:3]([NH2:5])=[O:4].C(Cl)(=O)[C:9](Cl)=[O:10].[NH2:14][C:15]1[N:20]=[CH:19][C:18]([O:21][C:22]2[CH:27]=[CH:26][N:25]=[C:24]([C:28]([NH:30][CH:31]3[CH2:36][CH2:35][N:34]([CH3:37])[CH2:33][CH2:32]3)=[O:29])[CH:23]=2)=[CH:17][CH:16]=1.CCN(C(C)C)C(C)C>ClCCCl.O1CCOCC1.CCOC(C)=O>[CH3:37][N:34]1[CH2:33][CH2:32][CH:31]([NH:30][C:28](=[O:29])[C:24]2[CH:23]=[C:22]([O:21][C:18]3[CH:19]=[N:20][C:15]([NH:14][C:9]([NH:5][C:3](=[O:4])[C:2]([CH3:7])([CH3:6])[CH3:1])=[O:10])=[CH:16][CH:17]=3)[CH:27]=[CH:26][N:25]=2)[CH2:36][CH2:35]1. Procedure: A suspension of 2,2,2-trimethylacetamide (0.124 g, 1.222 mmol) in DCE (4 mL) was treated with oxalyl chloride (0.107 mL, 1.222 mmol), heated at 80° C. for 1 h, cooled to RT, added to a solution of 4-((6-aminopyridin-3-yl)oxy)-N-(1-methylpiperidin-4-yl)picolinamide (0.2 g, 0.611 mmol) and DIEA (0.533 mL, 3.05 mmol) in dioxane (4 mL) and stirred at RT overnight. The mixture was diluted with EtOAc, washed with satd. NaHCO3, then brine and the combined aqueous washes were back-extracted with EtOAc. ... The reactants are CC1=NC(=CC=C1[N+](=O)[O-])C (2,6-dimethyl-3-nitropyridine), SeO2, O1CCOCC1 (1,4-dioxane). Yields the product CC1=C(C=CC(=N1)C=O)[N+](=O)[O-] (6-Methyl-5-nitropyridine-2-carbaldehyde). Yield: 37.4%. Reaction SMILES: [CH3:1][C:2]1[C:7]([N+:8]([O-:10])=[O:9])=[CH:6][CH:5]=[C:4]([CH3:11])[N:3]=1.[O:12]1CCOCC1>>[CH3:1][C:2]1[N:3]=[C:4]([CH:11]=[O:12])[CH:5]=[CH:6][C:7]=1[N+:8]([O-:10])=[O:9]. Procedure: A solution of 2,6-dimethyl-3-nitropyridine (1.5 g, 9.85 mmol) and SeO2 (1.4 g, 12.81 mmol) in 1,4-dioxane (15 mL) was heated at reflux for 16 h. The reaction mixture was then filtered through Celite and the solvent was evaporated. The crude material obtained was purified by column chromatography (silica: 100-200 mesh, EtOAc:hexane 20-25%) to afford the title compound (0.61 g, 37.4%). δH (CDCl3) 10.09 (s, 1H), 8.39 (d, J=8.3 Hz, 1H), 7.97 (d, J=8.3 Hz, 1H), 2.94 (s, 3H). Procedure: By an operation in the same manner as in Example 1 and using (2S,3S)-3-ethyl-2-isopropylpyrrolidin-3-ol 0.5 oxalate (162 mg), 2-chloro-4-fluorobenzonitrile (125 mg) and lithium carbonate (126 mg), the title compound was obtained as pale-brown oil (yield: 151 mg, yield: 65%). The yield is 65.0%. RXN SMILES: [CH2:1]([C@:3]1([OH:11])[CH2:7][CH2:6][NH:5][C@H:4]1[CH:8]([CH3:10])[CH3:9])[CH3:2].[Cl:12][C:13]1[CH:20]=[C:19](F)[CH:18]=[CH:17][C:14]=1[C:15]#[N:16].C(=O)([O-])[O-].[Li+].[Li+]>>[Cl:12][C:13]1[CH:20]=[C:19]([N:5]2[CH2:6][CH2:7][C@:3]([CH2:1][CH3:2])([OH:11])[C@@H:4]2[CH:8]([CH3:10])[CH3:9])[CH:18]=[CH:17][C:14]=1[C:15]#[N:16] |f:2.3.4|. Reactants: C([O-])([O-])=O.[Li+].[Li+] (lithium carbonate), C(C)[C@]1([C@@H](NCC1)C(C)C)O ((2S,3S)-3-ethyl-2-isopropylpyrrolidin-3-ol), ClC1=C(C#N)C=CC(=C1)F (2-chloro-4-fluorobenzonitrile). Product: ClC1=C(C#N)C=CC(=C1)N1[C@H]([C@](CC1)(O)CC)C(C)C (2-chloro-4-[(2S,3S)-3-ethyl-3-hydroxy-2-isopropylpyrrolidin-1-yl]benzonitrile), oil. Starting materials: BrC=1C=CC(=NC1)N1CCN(CCC1)C1=NC=C(C=C1)Br (1,4-bis(5-bromo-2-pyridyl)hexahydro-1,4-diazepine), CSC1=CC=C(C=C1)B(O)O (4-methylthiophenylboronic acid). Product: CSC1=CC=C(C=C1)C=1C=CC(=NC1)N1CCN(CCC1)C1=NC=C(C=C1)C1=CC=C(C=C1)SC (1,4-Bis[5-(4-methylthiophenyl)-2-pyridyl]hexahydro-1,4-diazepine). Isolated yield 43.7%. Reaction SMILES: Br[C:2]1[CH:3]=[CH:4][C:5]([N:8]2[CH2:14][CH2:13][CH2:12][N:11]([C:15]3[CH:20]=[CH:19][C:18](Br)=[CH:17][N:16]=3)[CH2:10][CH2:9]2)=[N:6][CH:7]=1.[CH3:22][S:23][C:24]1[CH:29]=[CH:28][C:27](B(O)O)=[CH:26][CH:25]=1>>[CH3:22][S:23][C:24]1[CH:29]=[CH:28][C:27]([C:2]2[CH:3]=[CH:4][C:5]([N:8]3[CH2:14][CH2:13][CH2:12][N:11]([C:15]4[CH:20]=[CH:19][C:18]([C:27]5[CH:28]=[CH:29][C:24]([S:23][CH3:22])=[CH:25][CH:26]=5)=[CH:17][N:16]=4)[CH2:10][CH2:9]3)=[N:6][CH:7]=2)=[CH:26][CH:25]=1. Procedure details: Following the procedure of Example 1, crude crystals were obtained from the 1,4-bis(5-bromo-2-pyridyl)hexahydro-1,4-diazepine (206.0 mg, 0.500 mmol) synthesized in Reference Example 1 and 4-methylthiophenylboronic acid (202.0 mg, 1.20 mmol). The crude crystals were recrystallized from chloroform-hexane to yield the title compound as pale yellow needles (melting point: 252.0-255.0° C.) (109.0 mg, yield: 43%). Reactants: 43, 2a, ClCCN (2-chloroethylamine), C(C)(=O)NC=1C(C2=CC=CC=C2C(C1NCC)=O)=O (2-acetamido-3-ethylamino-1,4-naphthoquinone). Solvent: C(=O)O (formic acid). The product is ClCCN1C(=NC2=C1C(C1=CC=CC=C1C2=O)=O)C (1-(2'-Chloroethyl)-2-methylnaphth[2,3-d]imidazole-4,9-dione). Reaction SMILES: [Cl:1][CH2:2][CH2:3][NH2:4].[C:5]([NH:8][C:9]1[C:10](=[O:23])[C:11]2[C:16]([C:17](=[O:22])[C:18]=1NCC)=[CH:15][CH:14]=[CH:13][CH:12]=2)(=O)[CH3:6]>C(O)=O>[Cl:1][CH2:2][CH2:3][N:4]1[C:18]2[C:17](=[O:22])[C:16]3[C:11]([C:10](=[O:23])[C:9]=2[N:8]=[C:5]1[CH3:6])=[CH:12][CH:13]=[CH:14][CH:15]=3. Procedure: A solution of 43 (5 g, 0.02 mol, prepared from 2a and 2-chloroethylamine in an analogous manner to that of 29 below) in formic acid (50 ml) was refluxed for 1 h, and then concentrated. Purification by column chromatography (CHCl3, silica gel), followed by recrystallization from benzene, afforded 21 as yellow crystals. Yield, mp, and spectral data are given in Table 3.